This data is from the Open Reaction Database (ORD), a public repository of structured organic reaction records. The task is: describe an organic reaction: reactants, conditions, products, and yield Yield: 93.3%. Starting materials: C(C)(=O)O[C@@H]1C([C@@H]2CC[C@]3([C@@]4(CC[C@@]5([C@@H]([C@H]4CC[C@@H]3[C@]2(CC1)C)[C@@H](CC5)C(=C)C)C(N[C@H]5C([C@H](C5)C(=O)N5CCN(CC5)CC)(C)C)=O)C)C)(C)C ((1R,3aS,5aR,5bR,7aR,9S,11aR,11bR,13aR,13bR)-3a-((1R,3S)-3-(4-ethylpiperazine-1-carbonyl)-2,2-dimethylcyclobutylcarbamoyl)-5a,5b,8,8,11a-pentamethyl-1-(prop-1-en-2-yl)icosahydro-1H-cyclopenta[a]chrysen-9-yl acetate), [OH-].[Na+] (NaOH). Yields the product C(C)N1CCN(CC1)C(=O)[C@@H]1C([C@@H](C1)NC(=O)[C@]12[C@@H]([C@H]3CC[C@@H]4[C@]5(CC[C@@H](C([C@@H]5CC[C@]4([C@@]3(CC1)C)C)(C)C)O)C)[C@@H](CC2)C(=C)C)(C)C ((1R,3aS,5aR,5bR,7aR,9S,11aR,11bR,13aR,13bR)-N-((1R,3S)-3-(4-ethylpiperazine-1-carbonyl)-2,2-dimethylcyclobutyl)-9-hydroxy-5a,5b,8,8,11a-pentamethyl-1-(prop-1-en-2-yl)icosahydro-1H-cyclopenta[a]chrysene-3a-carboxamide). Procedure: To a stirred solution of (1R,3aS,5aR,5bR,7aR,9S,11aR,11bR,13aR,13bR)-3a-((1R,3S)-3-(4-ethylpiperazine-1-carbonyl)-2,2-dimethylcyclobutylcarbamoyl)-5a,5b,8,8,11a-pentamethyl-1-(prop-1-en-2-yl)icosahydro-1H-cyclopenta[a]chrysen-9-yl acetate (Example 69, 550 mg) in MeOH:THF (2:1) at 0° C. temperature 2N NaOH (4 mL) was added and allowed to stir at room temperature for about 16 hours. After completion of the reaction (monitored by TLC), the volatiles was evaporated, the aqueous layer was extracted w... The solvent is CO.C1CCOC1 (MeOH THF). RXN SMILES: C([O:4][C@H:5]1[CH2:22][CH2:21][C@@:20]2([CH3:23])[C@@H:7]([CH2:8][CH2:9][C@:10]3([CH3:50])[C@@H:19]2[CH2:18][CH2:17][C@H:16]2[C@@:11]3([CH3:49])[CH2:12][CH2:13][C@@:14]3([C:30](=[O:48])[NH:31][C@@H:32]4[CH2:35][C@H:34]([C:36]([N:38]5[CH2:43][CH2:42][N:41]([CH2:44][CH3:45])[CH2:40][CH2:39]5)=[O:37])[C:33]4([CH3:47])[CH3:46])[CH2:26][CH2:25][C@@H:24]([C:27]([CH3:29])=[CH2:28])[C@@H:15]32)[C:6]1([CH3:52])[CH3:51])(=O)C.[OH-].[Na+]>CO.C1COCC1>[CH2:44]([N:41]1[CH2:42][CH2:43][N:38]([C:36]([C@H:34]2[CH2:35][C@@H:32]([NH:31][C:30]([C@:14]34[CH2:26][CH2:25][C@@H:24]([C:27]([CH3:29])=[CH2:28])[C@@H:15]3[C@@H:16]3[C@@:11]([CH3:49])([CH2:12][CH2:13]4)[C@@:10]4([CH3:50])[C@@H:19]([C@:20]5([CH3:23])[C@@H:7]([CH2:8][CH2:9]4)[C:6]([CH3:51])([CH3:52])[C@@H:5]([OH:4])[CH2:22][CH2:21]5)[CH2:18][CH2:17]3)=[O:48])[C:33]2([CH3:46])[CH3:47])=[O:37])[CH2:39][CH2:40]1)[CH3:45] |f:1.2,3.4|. Conditions: time 16 hour.